Dataset: the Open Reaction Database (ORD), a public repository of structured organic reaction records. Task: describe an organic reaction: reactants, conditions, products, and yield Starting materials: C1CCOC1, COc1cc(CCl)cc(OC)c1OC, N#Cc1cc(I)ccc1N, [Zn]. The product is COc1cc(C[Zn+])cc(OC)c1OC, [Cl-]. Reaction SMILES: [CH2:26]1[O:27][CH2:28][CH2:29][CH2:30]1.[CH3:1][O:2][c:3]1[cH:4][c:5]([CH2:6][Cl:7])[cH:8][c:9]([O:13][CH3:14])[c:10]1[O:11][CH3:12].[NH2:16][c:17]1[cH:18][cH:19][c:20]([I:21])[cH:22][c:23]1[C:24]#[N:25].[Zn:15]>>[CH3:1][O:2][c:3]1[cH:4][c:5]([CH2:6][Zn+:15])[cH:8][c:9]([O:13][CH3:14])[c:10]1[O:11][CH3:12].[Cl-:7]. Starting materials: OC1=CC(=C(C=C1)C(CC(=O)OC)CCCC)OC (methyl 3-(4-hydroxy-2-methoxyphenyl)heptanoate), COCCCOS(=O)(=O)C1=CC=C(C)C=C1 (3-methoxy-1-tosyloxypropane). Run in CCOCC (ether). The product is COCCCOC1=CC(=C(C=C1)C(CC(=O)O)CCCC)OC (3-[4-(3-Methoxypropoxy)-2-methoxyphenyl]heptanoic Acid). As a reaction SMILES: [OH:1][C:2]1[CH:7]=[CH:6][C:5]([CH:8]([CH2:14][CH2:15][CH2:16][CH3:17])[CH2:9][C:10]([O:12]C)=[O:11])=[C:4]([O:18][CH3:19])[CH:3]=1.[CH3:20][O:21][CH2:22][CH2:23][CH2:24]OS(C1C=CC(C)=CC=1)(=O)=O>CCOCC>[CH3:20][O:21][CH2:22][CH2:23][CH2:24][O:1][C:2]1[CH:7]=[CH:6][C:5]([CH:8]([CH2:14][CH2:15][CH2:16][CH3:17])[CH2:9][C:10]([OH:12])=[O:11])=[C:4]([O:18][CH3:19])[CH:3]=1. Reported procedure: Following a similar procedure to that described in Preparation 45A(i), but using methyl 3-(4-hydroxy-2-methoxyphenyl)heptanoate (prepared as described in Preparation 58A), and 3-methoxy-1-tosyloxypropane, the corresponding ether derivative was obtained. Hydrolysis of this derivative and subsequent treatment of the reaction mixture were conducted in a similar manner to that described in Preparation 7 to give the title compound as an oily substance.